This data is from the Open Reaction Database (ORD), a public repository of structured organic reaction records. The task is: describe an organic reaction: reactants, conditions, products, and yield The reactants are C=CC(=O)OCC, CCO, CC(O)(C(=O)N1CCCC1C(=O)NCc1cc(Cl)ccc1CCN)c1ccccc1. The product is CCOC(=O)CCNCCc1ccc(Cl)cc1CNC(=O)C1CCCN1C(=O)C(C)(O)c1ccccc1. RXN SMILES: [C:31]([CH:32]=[CH2:33])(=[O:34])[O:35][CH2:36][CH3:37].[CH3:38][CH2:39][OH:40].[OH:1][C:2]([C:3](=[O:4])[N:5]1[CH:6]([C:7](=[O:8])[NH:9][CH2:10][c:11]2[c:12]([CH2:18][CH2:19][NH2:20])[cH:13][cH:14][c:15]([Cl:17])[cH:16]2)[CH2:21][CH2:22][CH2:23]1)([CH3:24])[c:25]1[cH:26][cH:27][cH:28][cH:29][cH:30]1>>[OH:1][C:2]([C:3](=[O:4])[N:5]1[CH:6]([C:7](=[O:8])[NH:9][CH2:10][c:11]2[c:12]([CH2:18][CH2:19][NH:20][CH2:33][CH2:32][C:31](=[O:34])[O:35][CH2:36][CH3:37])[cH:13][cH:14][c:15]([Cl:17])[cH:16]2)[CH2:21][CH2:22][CH2:23]1)([CH3:24])[c:25]1[cH:26][cH:27][cH:28][cH:29][cH:30]1.